This data is from the Open Reaction Database (ORD), a public repository of structured organic reaction records. The task is: describe an organic reaction: reactants, conditions, products, and yield Starting materials: CO, Cl, COC(=O)c1ccc(S(C)(=O)=O)cc1[N+](=O)[O-]. Product: COC(=O)c1ccc(S(C)(=O)=O)cc1N. Reaction SMILES: [CH3:19][OH:20].[ClH:1].[N+:2]([O-:3])(=[O:4])[c:5]1[c:6]([C:7](=[O:8])[O:9][CH3:10])[cH:11][cH:12][c:13]([S:15](=[O:16])(=[O:17])[CH3:18])[cH:14]1>>[NH2:2][c:5]1[c:6]([C:7](=[O:8])[O:9][CH3:10])[cH:11][cH:12][c:13]([S:15](=[O:16])(=[O:17])[CH3:18])[cH:14]1. Starting materials: CC(=O)[O-], CC(=O)[O-], CC(=O)O, CC(=O)O, CC=O, O, O, O, OO, [Zn+2], [Zn]. The product is CC(=O)[O-], CC(=O)[O-], OO, [Zn+2]. RXN SMILES: [C:13]([O-:14])(=[O:15])[CH3:16].[C:18]([O-:19])(=[O:20])[CH3:21].[C:5]([CH3:6])(=[O:7])[OH:8].[CH3:1][C:2]([OH:3])=[O:4].[CH3:23][C:24]=[O:25].[OH2:11].[OH2:12].[OH2:26].[OH:9][OH:10].[Zn+2:17].[Zn:22]>>[C:5]([CH3:6])(=[O:7])[O-:8].[CH3:1][C:2](=[O:3])[O-:4].[OH:9][OH:10].[Zn+2:17]. The reactants are COC(C)(C)C, Nc1nc(Cl)c2[nH]cnc2n1, [Na+], [OH-], OCc1ccccc1. Product: Nc1nc(OCc2ccccc2)c2[nH]cnc2n1. Reaction SMILES: [CH3:22][O:23][C:24]([CH3:25])([CH3:26])[CH3:27].[NH2:11][c:12]1[n:13][c:14]([Cl:21])[c:15]2[nH:16][cH:17][n:18][c:19]2[n:20]1.[Na+:10].[OH-:9].[OH:1][CH2:2][c:3]1[cH:4][cH:5][cH:6][cH:7][cH:8]1>>[O:1]([CH2:2][c:3]1[cH:4][cH:5][cH:6][cH:7][cH:8]1)[c:14]1[n:13][c:12]([NH2:11])[n:20][c:19]2[c:15]1[nH:16][cH:17][n:18]2. Starting materials: C(C)(C)(C)OC(=O)N1[C@H]([C@H](CCC1)NCC1=C(C=CC(=C1)C(C(F)(F)F)(F)F)OC)C1=CC=CC=C1 ((2S,3S)-1-tert-Butoxycarbonyl-3-(2-Methoxy-5-(1,1,2,2,2-pentafluoroethyl)benzyl)amino2-phenylpiperidine), FC(C)(F)C=1C=CC(=C(CN[C@@H]2[C@@H](NCCC2)C2=CC=CC=C2)C1)OC(F)(F)F ((2S,3S) -3-(5-(1,1-Difluoroethyl)-2-(trifluoromethoxy)benzyl)amino-2-phenylpiperidine). Product: COC1=C(CN[C@@H]2[C@@H](NCCC2)C2=CC=CC=C2)C=C(C=C1)C(C(F)(F)F)(F)F ((2S, 3S)-3-(2-Methoxy-5-(1,1,2,2,2-pentafluoroethyl)benzyl)amino-2-phenylpiperidine). As a reaction SMILES: C(OC([N:8]1[CH2:13][CH2:12][CH2:11][C@H:10]([NH:14][CH2:15][C:16]2[CH:21]=[C:20]([C:22]([F:28])([F:27])[C:23]([F:26])([F:25])[F:24])[CH:19]=[CH:18][C:17]=2[O:29][CH3:30])[C@@H:9]1[C:31]1[CH:36]=[CH:35][CH:34]=[CH:33][CH:32]=1)=O)(C)(C)C.FC(C1C=CC(OC(F)(F)F)=C(C=1)CN[C@H]1CCCN[C@H]1C1C=CC=CC=1)(F)C>>[CH3:30][O:29][C:17]1[CH:18]=[CH:19][C:20]([C:22]([F:28])([F:27])[C:23]([F:24])([F:25])[F:26])=[CH:21][C:16]=1[CH2:15][NH:14][C@H:10]1[CH2:11][CH2:12][CH2:13][NH:8][C@H:9]1[C:31]1[CH:36]=[CH:35][CH:34]=[CH:33][CH:32]=1. Procedure details: This compound was prepared from Compound 41 in the same manner of Compound 27.